This data is from the Open Reaction Database (ORD), a public repository of structured organic reaction records. The task is: describe an organic reaction: reactants, conditions, products, and yield Reactants: N1N=NC=C1CCOCC(=O)OC(C)(C)C (tert-butyl 2-[2-(1H-triazol-5-yl)ethoxy]acetate), FC(C(=O)O)(F)F (trifluoroacetic acid). Run in ClCCl (dichloromethane). Product: FC(C(=O)O)(F)F.N1N=NC=C1CCOCC(=O)O (2-[2-(1H-triazol-5-yl)ethoxy]acetic acid 2,2,2-trifluoroacetic acid). Reaction SMILES: [NH:1]1[C:5]([CH2:6][CH2:7][O:8][CH2:9][C:10]([O:12]C(C)(C)C)=[O:11])=[CH:4][N:3]=[N:2]1.[F:17][C:18]([F:23])([F:22])[C:19]([OH:21])=[O:20]>ClCCl>[F:17][C:18]([F:23])([F:22])[C:19]([OH:21])=[O:20].[NH:1]1[C:5]([CH2:6][CH2:7][O:8][CH2:9][C:10]([OH:12])=[O:11])=[CH:4][N:3]=[N:2]1 |f:3.4|. Procedure: Stir a mixture of tert-butyl 2-[2-(1H-triazol-5-yl)ethoxy]acetate (14.15 g; 62.26 mmol) and trifluoroacetic acid (70.75 mL, 935.69 mmol) in dichloromethane (70.75 mL) for 2 hours at room temperature. Concentrate the reaction mixture under reduced pressure to provide the title compound containing additional trifluoroacetic acid (20.22 g, >100%) as a brown solid. MS (m/z): 172.05 (M+1).